Dataset: the Open Reaction Database (ORD), a public repository of structured organic reaction records. Task: describe an organic reaction: reactants, conditions, products, and yield Starting materials: CC(C)(C)OC(=O)NC(=Nc1cccc(-c2ncccc2[N+](=O)[O-])c1)NC(=O)OC(C)(C)C, CCO. Product: CC(C)(C)OC(=O)NC(=Nc1cccc(-c2ncccc2N)c1)NC(=O)OC(C)(C)C. Reaction SMILES: [C:1]([CH3:2])([CH3:3])([CH3:4])[O:5][C:6](=[O:7])[NH:8][C:9](=[N:10][c:11]1[cH:12][c:13](-[c:17]2[n:18][cH:19][cH:20][cH:21][c:22]2[N+:23]([O-:24])=[O:25])[cH:14][cH:15][cH:16]1)[NH:26][C:27](=[O:28])[O:29][C:30]([CH3:31])([CH3:32])[CH3:33].[CH3:34][CH2:35][OH:36]>>[C:1]([CH3:2])([CH3:3])([CH3:4])[O:5][C:6](=[O:7])[NH:8][C:9](=[N:10][c:11]1[cH:12][c:13](-[c:17]2[n:18][cH:19][cH:20][cH:21][c:22]2[NH2:23])[cH:14][cH:15][cH:16]1)[NH:26][C:27](=[O:28])[O:29][C:30]([CH3:31])([CH3:32])[CH3:33]. Starting materials: CC(Cn1ncc2ccc(OCC(O)CBr)c(Br)c21)O[Si](C)(C)C(C)(C)C, C=COCC, ClCCl, Cc1ccc(S(=O)(=O)O)cc1. The product is CCOC(C)OC(CBr)COc1ccc2cnn(CC(C)O[Si](C)(C)C(C)(C)C)c2c1Br. As a reaction SMILES: [Br:1][CH2:2][CH:3]([CH2:4][O:5][c:6]1[cH:7][cH:8][c:9]2[cH:10][n:11][n:12]([CH2:16][CH:17]([CH3:18])[O:19][Si:20]([CH3:21])([CH3:22])[C:23]([CH3:24])([CH3:25])[CH3:26])[c:13]2[c:14]1[Br:15])[OH:27].[CH:39](=[CH2:40])[O:41][CH2:42][CH3:43].[Cl:44][CH2:45][Cl:46].[c:28]1([CH3:29])[cH:30][cH:31][c:32]([S:33]([OH:34])(=[O:35])=[O:36])[cH:37][cH:38]1>>[Br:1][CH2:2][CH:3]([CH2:4][O:5][c:6]1[cH:7][cH:8][c:9]2[cH:10][n:11][n:12]([CH2:16][CH:17]([CH3:18])[O:19][Si:20]([CH3:21])([CH3:22])[C:23]([CH3:24])([CH3:25])[CH3:26])[c:13]2[c:14]1[Br:15])[O:27][CH:39]([CH3:40])[O:41][CH2:42][CH3:43]. Reactants: ClC1=CC(=CC=C1)C(=O)OO (m-chloroperbenzoic acid), ClC1=C(C(=NN1C)C(F)(F)F)CSC1=NOC(C1)(C)C (3-(5-chloro-1-methyl-3-trifluoromethylpyrazol-4-ylmethylthio)-5,5-dimethyl-2-isoxazoline), O (water). Run in C(Cl)(Cl)Cl (chloroform). Run at time 1 hour. The product is ClC1=C(C(=NN1C)C(F)(F)F)CS(=O)(=O)C1=NOC(C1)(C)C (3-(5-chloro-1-methyl-3-trifluoromethylpyrazol-4-ylmethanesulfonyl)-5,5-dimethyl-2-isoxazoline). Yield: 95.1%. RXN SMILES: ClC1C=CC=C(C(OO)=[O:9])C=1.[Cl:12][C:13]1[N:17]([CH3:18])[N:16]=[C:15]([C:19]([F:22])([F:21])[F:20])[C:14]=1[CH2:23][S:24][C:25]1[CH2:29][C:28]([CH3:31])([CH3:30])[O:27][N:26]=1.[OH2:32]>C(Cl)(Cl)Cl>[Cl:12][C:13]1[N:17]([CH3:18])[N:16]=[C:15]([C:19]([F:20])([F:22])[F:21])[C:14]=1[CH2:23][S:24]([C:25]1[CH2:29][C:28]([CH3:31])([CH3:30])[O:27][N:26]=1)(=[O:9])=[O:32]. Procedure details: 16.87 g of m-chloroperbenzoic acid (purity: 70%, 68.4 mmoles) was added, with ice-cooling, to a solution of 8.97 g (27.4 mmoles) of 3-(5-chloro-1-methyl-3-trifluoromethylpyrazol-4-ylmethylthio)-5,5-dimethyl-2-isoxazoline dissolved in 300 ml of chloroform. The mixture was stirred for 1 hour and then at room temperature over one night to give rise to a reaction. After the completion of the reaction, the reaction mixture was poured into water, followed by extraction with chloroform. The resulting o... Reactants: C(C)(C)(C)OC(=O)C1=CC(=C(C=C1)[C@@H]1CC[C@H](CC1)NC)CNC (trans-4-(4-tert.butoxycarbonyl-methylaminomethylphenyl)-N-methylcyclohexylamine), ClC1=CC=C(C=C1)S(=O)(=O)Cl (4-chlorobenzenesulphonic acid chloride). The product is C(C)(C)(C)OC(=O)C1=CC(=C(C=C1)[C@@H]1CC[C@H](CC1)N(C)S(=O)(=O)C1=CC=C(C=C1)Cl)CNC (trans-4-(4-tert.butoxycarbonyl-methylaminomethyl-phenyl)-N-(4-chlorobenzenesulphonyl)-N-methylcyclohexylamine). As a reaction SMILES: [C:1]([O:5][C:6]([C:8]1[CH:13]=[CH:12][C:11]([C@H:14]2[CH2:19][CH2:18][C@H:17]([NH:20][CH3:21])[CH2:16][CH2:15]2)=[C:10]([CH2:22][NH:23][CH3:24])[CH:9]=1)=[O:7])([CH3:4])([CH3:3])[CH3:2].[Cl:25][C:26]1[CH:31]=[CH:30][C:29]([S:32](Cl)(=[O:34])=[O:33])=[CH:28][CH:27]=1>>[C:1]([O:5][C:6]([C:8]1[CH:13]=[CH:12][C:11]([C@H:14]2[CH2:15][CH2:16][C@H:17]([N:20]([S:32]([C:29]3[CH:30]=[CH:31][C:26]([Cl:25])=[CH:27][CH:28]=3)(=[O:34])=[O:33])[CH3:21])[CH2:18][CH2:19]2)=[C:10]([CH2:22][NH:23][CH3:24])[CH:9]=1)=[O:7])([CH3:4])([CH3:3])[CH3:2]. Procedure details: from trans-4-(4-tert.butoxycarbonyl-methylaminomethylphenyl)-N-methylcyclohexylamine and 4-chlorobenzenesulphonic acid chloride. Melting point: 105°-106° C. As a reaction SMILES: [CH2:1]([CH2:2][CH2:3][CH2:4][CH2:5][CH2:6][CH2:7][CH2:8][CH2:9][CH2:10][CH2:11][CH2:12][CH2:13][CH3:14])[CH:15]1[NH:16][c:17]2[cH:18][c:19]([C:24](=[O:25])[OH:26])[cH:20][cH:21][c:22]2[CH2:23]1.[CH3:29][I:30].[CH3:32][OH:33].[Na+:28].[OH-:27].[OH2:31]>>[CH2:1]([CH2:2][CH2:3][CH2:4][CH2:5][CH2:6][CH2:7][CH2:8][CH2:9][CH2:10][CH2:11][CH2:12][CH2:13][CH3:14])[CH:15]1[N:16]([CH3:29])[c:17]2[cH:18][c:19]([C:24](=[O:25])[OH:26])[cH:20][cH:21][c:22]2[CH2:23]1. Yields the product CCCCCCCCCCCCCCC1Cc2ccc(C(=O)O)cc2N1C. Reactants: CCCCCCCCCCCCCCC1Cc2ccc(C(=O)O)cc2N1, CI, CO, [Na+], [OH-], O.